describe an organic reaction: reactants, conditions, products, and yield From a dataset of the Open Reaction Database (ORD), a public repository of structured organic reaction records. Starting materials: COC1=CC=C(CC2CCC(CC2)CBr)C=C1 (4-(4-methoxybenzyl)cyclohexylmethyl bromide), [I-].[Na+] (sodium iodide). Run in CC(=O)C (acetone). Product: COC1=CC=C(CC2CCC(CC2)CI)C=C1 (4-(4-Methoxybenzyl)cyclohexylmethyl iodide). As a reaction SMILES: [CH3:1][O:2][C:3]1[CH:17]=[CH:16][C:6]([CH2:7][CH:8]2[CH2:13][CH2:12][CH:11]([CH2:14]Br)[CH2:10][CH2:9]2)=[CH:5][CH:4]=1.[I-:18].[Na+]>CC(C)=O>[CH3:1][O:2][C:3]1[CH:17]=[CH:16][C:6]([CH2:7][CH:8]2[CH2:13][CH2:12][CH:11]([CH2:14][I:18])[CH2:10][CH2:9]2)=[CH:5][CH:4]=1 |f:1.2|. Reported procedure: A mixture of 17.5 g. (0.065 m) of 4-(4-methoxybenzyl)cyclohexylmethyl bromide, 11 g. (0.073 m) of sodium iodide and 100 ml. of acetone was heated under reflux for two hours. The solvent was removed, the residue partitioned between water and ether, and the ether layer dried and concentrated to give 19.8 g. of oil, used directly in the next reaction. Reactants: Cl (HCl), C=O (formalin), C1C=CC2=CC=CC=C12 (indene), CC[O-].[Na+] (EtONa). The solvent is CN(C)C=O (DMF). Conditions: time 12 hour. Yields the product C1(C=CC2=CC=CC=C12)CC1C=CC2=CC=CC=C12 (bis(1-indenyl)methane). The yield is 89.0%. Reaction SMILES: C=O.[CH2:3]1[C:11]2[C:6](=[CH:7][CH:8]=[CH:9][CH:10]=2)[CH:5]=[CH:4]1.[CH3:12][CH2:13][O-].[Na+].Cl>CN(C=O)C>[CH:3]1([CH2:9][CH:8]2[C:12]3[C:13](=[CH:11][CH:3]=[CH:4][CH:5]=3)[CH:6]=[CH:7]2)[C:11]2[C:6](=[CH:7][CH:8]=[CH:9][CH:10]=2)[CH:5]=[CH:4]1 |f:2.3|. Procedure: 3.5 g of formalin (37% solution, 43.1 mmol) was added to a mixture of 10.0 g of indene (86.2 mmol) and 2.9 g of EtONa (43.1 mmol) in 100 mL of DMF. The reaction mixture was stirred at room temperature for 12 hours. A solution of HCl (1 M, 50 mL) was added. The mixture was extracted with CH2Cl2 (2×100 mL) and the organic phases combined, washed with a saturated solution of NaCl and then with water, dried over MgSO4, filtered and finally concentrated to yield bis(1-indenyl)methane as a viscous bro... As a reaction SMILES: [F:33][C:34]([F:35])([F:36])[C:37]([OH:38])=[O:39].[NH2:1][c:2]1[c:3]2[c:4](=[O:21])[c:5]([C:18](=[O:19])[OH:20])[cH:6][n:7]([CH:15]3[CH2:16][CH2:17]3)[c:8]2[c:9]([F:14])[c:10]([F:13])[c:11]1[F:12].[NH2:22][CH:23]1[CH2:24][NH:25][CH2:26][CH:27]1[n:28]1[n:29][n:30][cH:31][cH:32]1>>[NH2:1][c:2]1[c:3]2[c:4](=[O:21])[c:5]([C:18](=[O:19])[OH:20])[cH:6][n:7]([CH:15]3[CH2:16][CH2:17]3)[c:8]2[c:9]([F:14])[c:10]([N:25]2[CH2:24][CH:23]([NH2:22])[CH:27]([n:28]3[n:29][n:30][cH:31][cH:32]3)[CH2:26]2)[c:11]1[F:12]. The reactants are O=C(O)C(F)(F)F, Nc1c(F)c(F)c(F)c2c1c(=O)c(C(=O)O)cn2C1CC1, NC1CNCC1n1ccnn1. Product: Nc1c(F)c(N2CC(N)C(n3ccnn3)C2)c(F)c2c1c(=O)c(C(=O)O)cn2C1CC1. Starting materials: BrC=1C=C(OC=2C(=NC=CC2C)CNC(CC2=NNC3=NC=CC=C32)=O)C=C(C1)Cl (N-{[3-(3-bromo-5-chlorophenoxy)-4-methylpyridin-2-yl]methyl}-2-(1H-pyrazolo[3,4-b]pyridin-3-yl)acetamide), P(=O)(Cl)(Cl)Cl (phosphorus oxychloride). Run in C1(=CC=CC=C1)C (toluene). Reaction conditions: temperature 100 celsius, time 30 minute. Product: BrC=1C=C(OC=2C=3N(C=CC2C)C(=NC3)CC3=NNC2=NC=CC=C23)C=C(C1)Cl (3-{[8-(3-bromo-5-chlorophenoxy)-7-methylimidazo[1,5-a]pyridin-3-yl]methyl}-1H-pyrazolo[3,4-b]pyridine). RXN SMILES: [Br:1][C:2]1[CH:3]=[C:4]([CH:27]=[C:28]([Cl:30])[CH:29]=1)[O:5][C:6]1[C:7]([CH2:13][NH:14][C:15](=O)[CH2:16][C:17]2[C:25]3[C:20](=[N:21][CH:22]=[CH:23][CH:24]=3)[NH:19][N:18]=2)=[N:8][CH:9]=[CH:10][C:11]=1[CH3:12].P(Cl)(Cl)(Cl)=O>C1(C)C=CC=CC=1>[Br:1][C:2]1[CH:3]=[C:4]([CH:27]=[C:28]([Cl:30])[CH:29]=1)[O:5][C:6]1[C:7]2[N:8]([C:15]([CH2:16][C:17]3[C:25]4[C:20](=[N:21][CH:22]=[CH:23][CH:24]=4)[NH:19][N:18]=3)=[N:14][CH:13]=2)[CH:9]=[CH:10][C:11]=1[CH3:12]. Procedure details: To a suspension of N-{[3-(3-bromo-5-chlorophenoxy)-4-methylpyridin-2-yl]methyl}-2-(1H-pyrazolo[3,4-b]pyridin-3-yl)acetamide (77 mg, 0.158 mmol) in toluene (2 mL) was added phosphorus oxychloride (120 μL, 0.79 mmol). The resulting mixture was then heated at 100° C. for 1 hour, after which the solvent was removed in vacuo and the residue was stirred with CH2Cl2 (50 mL) and saturated aqueous Na2CO3 (30 mL) for 30 minutes. The layers were partitioned and the organic extract was dried over MgSO4, fil... Procedure: 3-Chloropropylaminehydrochloride (6.5 g, 50 mmol) was used for reaction in the same manner as Production Example 310-1, purification was performed by silica gel column chromatography (hexane/ethyl acetate system), the obtained crystals were suspended in diethyl ether and diluted with hexane, and the crystals were filtered out, washed with hexane and dried by aspiration to obtain the title compound (4.316 g, 20.20 mmol, 40.40%) as colorless crystals. Run in CCCCCC (hexane), C(C)OCC (diethyl ether). The yield is 40.4%. RXN SMILES: Cl.[Cl:2][CH2:3][CH2:4][CH2:5][NH2:6].[CH3:7][CH2:8][CH2:9][CH2:10][CH2:11][CH3:12].[C:13]([O:16]CC)(=[O:15])C>C(OCC)C.CCCCCC>[Cl:2][CH2:3][CH2:4][CH2:5][NH:6][C:13](=[O:15])[O:16][C:9]1[CH:8]=[CH:7][CH:12]=[CH:11][CH:10]=1 |f:0.1,2.3|. Yields the product ClCCCNC(OC1=CC=CC=C1)=O (Phenyl N-(3-chloropropyl)carbamate). Starting materials: Cl.ClCCCN (3-Chloropropylaminehydrochloride), CCCCCC.C(C)(=O)OCC (hexane ethyl acetate). The reactants are Brc1ccc2nc(N3CCC(N4CCCCC4)C3)sc2c1, CCO, COc1ncc(B2OC(C)(C)C(C)(C)O2)cn1, ClCCl, [Na+], [Na+], O=C([O-])[O-], C1COCCO1, Cl[Pd]Cl, c1ccc(P(c2ccccc2)c2ccccc2)cc1, c1ccc(P(c2ccccc2)c2ccccc2)cc1. The product is COc1ncc(-c2ccc3nc(N4CCC(N5CCCCC5)C4)sc3c2)cn1. Reaction SMILES: [Br:1][c:2]1[cH:3][c:4]2[c:5]([n:6][c:7]([N:9]3[CH2:10][CH:11]([N:14]4[CH2:15][CH2:16][CH2:17][CH2:18][CH2:19]4)[CH2:12][CH2:13]3)[s:8]2)[cH:20][cH:21]1.[CH2:45]([OH:46])[CH3:47].[CH3:22][O:23][c:24]1[n:25][cH:26][c:27]([B:30]2[O:31][C:32]([CH3:33])([CH3:34])[C:35]([CH3:36])([CH3:37])[O:38]2)[cH:28][n:29]1.[Cl:54][CH2:55][Cl:56].[Na+:48].[Na+:49].[O-:50][C:51](=[O:52])[O-:53].[O:39]1[CH2:40][CH2:41][O:42][CH2:43][CH2:44]1.[Pd:57]([Cl:58])[Cl:59].[c:60]1([P:61]([c:62]2[cH:63][cH:64][cH:65][cH:66][cH:67]2)[c:68]2[cH:69][cH:70][cH:71][cH:72][cH:73]2)[cH:74][cH:75][cH:76][cH:77][cH:78]1.[c:79]1([P:80]([c:81]2[cH:82][cH:83][cH:84][cH:85][cH:86]2)[c:87]2[cH:88][cH:89][cH:90][cH:91][cH:92]2)[cH:93][cH:94][cH:95][cH:96][cH:97]1>>[c:2]1(-[c:27]2[cH:26][n:25][c:24]([O:23][CH3:22])[n:29][cH:28]2)[cH:3][c:4]2[c:5]([n:6][c:7]([N:9]3[CH2:10][CH:11]([N:14]4[CH2:15][CH2:16][CH2:17][CH2:18][CH2:19]4)[CH2:12][CH2:13]3)[s:8]2)[cH:20][cH:21]1. Reactants: C(C1=CC=CC=C1)OC(=O)N1[C@@H](C[C@H](C1)OS(=O)(=O)C)CO[Si](C)(C)C(C)(C)C ((2S,4R)-1-benzyloxycarbonyl-2-(tert-butyldimethylsilyloxy)methyl-4-methanesulfonyloxypyrrolidine), [C-]#N.[Na+] (sodium cyanide), O (water), C(C)(=O)OCC (ethyl acetate). Solvent: CS(=O)C (dimethyl sulfoxide). Product: C(C1=CC=CC=C1)OC(=O)N1[C@@H](C[C@@H](C1)C#N)CO[Si](C)(C)C(C)(C)C ((2S,4S)-1-benzyloxycarbonyl-2-(tert-butyldimethylsilyloxy)methyl-4-cyanopyrrolidine). Yield: 48.6%. RXN SMILES: [CH2:1]([O:8][C:9]([N:11]1[CH2:15][C@H:14](OS(C)(=O)=O)[CH2:13][C@H:12]1[CH2:21][O:22][Si:23]([C:26]([CH3:29])([CH3:28])[CH3:27])([CH3:25])[CH3:24])=[O:10])[C:2]1[CH:7]=[CH:6][CH:5]=[CH:4][CH:3]=1.[C-:30]#[N:31].[Na+].O.C(OCC)(=O)C>CS(C)=O>[CH2:1]([O:8][C:9]([N:11]1[CH2:15][C@@H:14]([C:30]#[N:31])[CH2:13][C@H:12]1[CH2:21][O:22][Si:23]([C:26]([CH3:29])([CH3:28])[CH3:27])([CH3:25])[CH3:24])=[O:10])[C:2]1[CH:7]=[CH:6][CH:5]=[CH:4][CH:3]=1 |f:1.2|. Reported procedure: A solution of (2S,4R)-1-benzyloxycarbonyl-2-(tert-butyldimethylsilyloxy)methyl-4-methanesulfonyloxypyrrolidine (10.246 g) and sodium cyanide (3.6 g) in dimethyl sulfoxide (100 ml) was heated for three hours at 92° C. The reaction mixture was poured into a mixture of water (300 ml) and ethyl acetate (300 ml). The organic layer was separated, and the remaining aqueous layer was reextracted with ethyl acetate (200 ml). The organic layers were combined, washed with brine, and dried over magnesium su... The reactants are ClCCl, CC(C)N1C(=O)c2cccnc2C1=O, O=C(OO)c1cccc(Cl)c1. The product is CC(C)N1C(=O)c2ccc[n+]([O-])c2C1=O. RXN SMILES: [CH2:26]([Cl:27])[Cl:28].[CH:12]([CH3:13])([CH3:14])[N:15]1[C:16](=[O:17])[c:18]2[n:19][cH:20][cH:21][cH:22][c:23]2[C:24]1=[O:25].[OH:1][O:2][C:3]([c:4]1[cH:5][c:6]([Cl:7])[cH:8][cH:9][cH:10]1)=[O:11]>>[O-:1][n+:19]1[c:18]2[c:23]([cH:22][cH:21][cH:20]1)[C:24](=[O:25])[N:15]([CH:12]([CH3:13])[CH3:14])[C:16]2=[O:17].